Dataset: the Open Reaction Database (ORD), a public repository of structured organic reaction records. Task: describe an organic reaction: reactants, conditions, products, and yield Starting materials: C1CCOC1, CS(C)=O, C[S+](C)C, CC(=O)c1ccc(F)c(Cl)c1, [H-], [I-], [Na+], O. Yields the product CC1(c2ccc(F)c(Cl)c2)CO1. As a reaction SMILES: [CH2:23]1[O:24][CH2:25][CH2:26][CH2:27]1.[CH3:1][S:2]([CH3:3])=[O:4].[CH3:8][S+:9]([CH3:10])[CH3:11].[Cl:12][c:13]1[cH:14][c:15]([C:20]([CH3:21])=[O:22])[cH:16][cH:17][c:18]1[F:19].[H-:6].[I-:7].[Na+:5].[OH2:28]>>[CH3:8][C:20]1([c:15]2[cH:14][c:13]([Cl:12])[c:18]([F:19])[cH:17][cH:16]2)[CH2:21][O:22]1.